From a dataset of the Open Reaction Database (ORD), a public repository of structured organic reaction records. describe an organic reaction: reactants, conditions, products, and yield Reactants: [H-].[Na+] (sodium hydride), [Cl-].[NH4+] (ammonium chloride), FC(C1=CC(=NC=C1)C=1NOC(N1)=O)(F)F (3-(4-trifluoromethylpyridin-2-yl)-1,2,4-oxadiazol-5-one), FC(C1=CC=C(C(=O)OCCl)C=C1)(F)F (chloromethyl 4-trifluoromethylbenzoate). The solvent is CN(C=O)C (N,N-dimethylformamide). Run at time 15 minute. Yields the product FC(C1=CC=C(C(=O)OCN2C(=NOC2=O)C2=NC=CC(=C2)C(F)(F)F)C=C1)(F)F ([3-(4-trifluoromethylpyridin-2-yl)-1,2,4-oxadiazol-5-on-4-yl]methyl 4-trifluoromethylbenzoate). The yield is 17.8%. As a reaction SMILES: [H-].[Na+].[F:3][C:4]([F:18])([F:17])[C:5]1[CH:10]=[CH:9][N:8]=[C:7]([C:11]2[NH:12][O:13][C:14](=[O:16])[N:15]=2)[CH:6]=1.[F:19][C:20]([F:33])([F:32])[C:21]1[CH:31]=[CH:30][C:24]([C:25]([O:27][CH2:28]Cl)=[O:26])=[CH:23][CH:22]=1.[Cl-].[NH4+]>CN(C)C=O>[F:19][C:20]([F:32])([F:33])[C:21]1[CH:31]=[CH:30][C:24]([C:25]([O:27][CH2:28][N:15]2[C:14](=[O:16])[O:13][N:12]=[C:11]2[C:7]2[CH:6]=[C:5]([C:4]([F:3])([F:17])[F:18])[CH:10]=[CH:9][N:8]=2)=[O:26])=[CH:23][CH:22]=1 |f:0.1,4.5|. Procedure: Into 2 ml of N,N-dimethylformamide was suspended 0.07 g of sodium hydride (60% oily), and 0.3 g of 3-(4-trifluoromethylpyridin-2-yl)-1,2,4-oxadiazol-5-one was added at room temperature. After stirring for 15 minutes, 0.33 g of chloromethyl 4-trifluoromethylbenzoate was added, and the mixture was stirred at 70° C. for 4 hours. The reaction solution was allowed to cool to room temperature, and poured into an aqueous saturated ammonium chloride solution, followed by extraction with ethyl acetate th...